The task is: describe an organic reaction: reactants, conditions, products, and yield. This data is from the Open Reaction Database (ORD), a public repository of structured organic reaction records. The reactants are CN(C)c1ccc([PH](C(C)(C)C)(C(C)(C)C)[Pd](Cl)(Cl)[PH](c2ccc(N(C)C)cc2)(C(C)(C)C)C(C)(C)C)cc1, CC(=O)[O-], CCO, Cc1nc(Cl)c2ncn(C3CCCCO3)c2n1, C=Cc1cnc(F)c(B(O)O)c1, [K+], O. The product is C=Cc1cnc(F)c(-c2nc(C)nc3c2ncn3C2CCCCO2)c1. As a reaction SMILES: [C:39]([PH:40]([Pd:41]([PH:42]([c:43]1[cH:44][cH:45][c:46]([N:47]([CH3:48])[CH3:49])[cH:50][cH:51]1)([C:52]([CH3:53])([CH3:54])[CH3:55])[C:56]([CH3:57])([CH3:58])[CH3:59])([Cl:60])[Cl:61])([C:62]([CH3:63])([CH3:64])[CH3:65])[c:66]1[cH:67][cH:68][c:69]([N:70]([CH3:71])[CH3:72])[cH:73][cH:74]1)([CH3:75])([CH3:76])[CH3:77].[CH3:31][C:32](=[O:33])[O-:34].[CH3:36][CH2:37][OH:38].[Cl:1][c:2]1[c:3]2[n:4][cH:5][n:6]([CH:12]3[O:13][CH2:14][CH2:15][CH2:16][CH2:17]3)[c:7]2[n:8][c:9]([CH3:11])[n:10]1.[F:18][c:19]1[n:20][cH:21][c:22]([CH:28]=[CH2:29])[cH:23][c:24]1[B:25]([OH:26])[OH:27].[K+:30].[OH2:35]>>[c:2]1(-[c:24]2[c:19]([F:18])[n:20][cH:21][c:22]([CH:28]=[CH2:29])[cH:23]2)[c:3]2[n:4][cH:5][n:6]([CH:12]3[O:13][CH2:14][CH2:15][CH2:16][CH2:17]3)[c:7]2[n:8][c:9]([CH3:11])[n:10]1. Reactants: [OH-].[Na+] (sodium hydroxide), ClC1=CC=C2C=CC(=NC2=C1)/C=C/C=1C=C(C=CC1)[C@@H](CCC1=C(C=CC=C1)C(C)(C)O)SCC1(CC1)CC#N ((R,E)-2-(1-((1-(3-(2-(7-chloroquinolin-2-yl)vinyl)phenyl)-3-(2-(2-hydroxypropan-2-yl)phenyl)propylthio)methyl)cyclopropyl)acetonitrile), C(C)O (ethanol). Run at temperature 60 celsius. The product is CC(C)(C=1C=CC=CC1CC[C@H](C=2C=CC=C(C2)/C=C/C=3C=CC=4C=CC(=CC4N3)Cl)SCC5(CC5)CC(=O)O)O (Montelukast). RXN SMILES: [OH-:1].[Na+].[Cl:3][C:4]1[CH:13]=[C:12]2[C:7]([CH:8]=[CH:9][C:10](/[CH:14]=[CH:15]/[C:16]3[CH:17]=[C:18]([C@H:22]([S:35][CH2:36][C:37]4(CC#N)[CH2:39][CH2:38]4)[CH2:23][CH2:24][C:25]4[CH:30]=[CH:29][CH:28]=[CH:27][C:26]=4[C:31]([OH:34])([CH3:33])[CH3:32])[CH:19]=[CH:20][CH:21]=3)=[N:11]2)=[CH:6][CH:5]=1.[CH2:43]([OH:45])[CH3:44]>>[CH3:32][C:31]([OH:34])([C:26]1[CH:27]=[CH:28][CH:29]=[CH:30][C:25]=1[CH2:24][CH2:23][C@@H:22]([S:35][CH2:36][C:37]1([CH2:44][C:43]([OH:1])=[O:45])[CH2:39][CH2:38]1)[C:18]1[CH:19]=[CH:20][CH:21]=[C:16](/[CH:15]=[CH:14]/[C:10]2[CH:9]=[CH:8][C:7]3[CH:6]=[CH:5][C:4]([Cl:3])=[CH:13][C:12]=3[N:11]=2)[CH:17]=1)[CH3:33] |f:0.1|. Procedure details: 143.6 g of sodium hydroxide were added to a solution of 102 g of (R,E)-2-(1-((1-(3-(2-(7-chloroquinolin-2-yl)vinyl)phenyl)-3-(2-(2-hydroxypropan-2-yl)phenyl)propylthio)methyl)cyclopropyl)acetonitrile in 407 ml of ethanol 96% (v/v). The mixture was stirred at reflux temperature for 30 hours. After this period of time, the solvent was distilled off under vacuum (Purity by HPLC: 61.5 area %; impurity i2: 1.84 area %; impurity i5: 3.70 area %; impurity i6: 1.42 area %). The mixture was partitioned w... Reactants: ClC1=NC(=NS1)SC (5-chloro-3-methylthio-1,2,4-thiadiazole), FC1=CC=C(CO)C=C1 (4-fluorobenzyl alcohol), [H-].[Na+] (sodium hydride), [Cl-].[Na+] (sodium chloride). Solvent: CN(C=O)C (N,N-dimethylformamide). Conditions: time 1 hour. Product: FC1=CC=C(COC2=NC(=NS2)SC)C=C1 (5-(4-fluorobenzyloxy)-3-methylthio-1,2,4-thiadiazole). Reaction SMILES: Cl[C:2]1[S:6][N:5]=[C:4]([S:7][CH3:8])[N:3]=1.[F:9][C:10]1[CH:17]=[CH:16][C:13]([CH2:14][OH:15])=[CH:12][CH:11]=1.[H-].[Na+].[Cl-].[Na+]>CN(C)C=O>[F:9][C:10]1[CH:17]=[CH:16][C:13]([CH2:14][O:15][C:2]2[S:6][N:5]=[C:4]([S:7][CH3:8])[N:3]=2)=[CH:12][CH:11]=1 |f:2.3,4.5|. Reported procedure: Into 3 ml of N,N-dimethylformamide were dissolved 334 mg of 5-chloro-3-methylthio-1,2,4-thiadiazole and 4-fluorobenzyl alcohol, 84 mg of sodium hydride (60% in oil) was added thereto under ice-cooling, and the reaction mixture was stirred for 1 hour under ice-cooling and for 4 hours at room temperature. The reaction mixture was added to saturated sodium chloride aqueous solution, and extracted with t-butyl methyl ether. The organic layer was concentrated, and the residue obtained was subjected t...